This data is from the Open Reaction Database (ORD), a public repository of structured organic reaction records. The task is: describe an organic reaction: reactants, conditions, products, and yield Starting materials: C(#N)[BH3-].[Na+] (sodium cyanoborohydride), COC=1C(=CC2=C([C@H]3[C@H](NC=C2)CC2=CC=CC=C23)C1)Cl (trans-7,7a,8,12b-tetrahydro-2-methoxy-3-chloro-benz[d]indeno[2,1-b]azepine), C(C)(=O)O (acetic acid). Solvent: C(C)O (ethanol). Reaction conditions: time 3 hour. Product: COC=1C(=CC2=C([C@H]3[C@H](NCC2)CC2=CC=CC=C23)C1)Cl (trans-5,6,7,7a,8,12b-hexahydro-2-methoxy-3-chlorobenz[d]indeno[2,1-b]azepine). Yield: 53.0%. As a reaction SMILES: [CH3:1][O:2][C:3]1[C:4]([Cl:21])=[CH:5][C:6]2[CH:12]=[CH:11][NH:10][C@@H:9]3[CH2:13][C:14]4[C:19]([C@H:8]3[C:7]=2[CH:20]=1)=[CH:18][CH:17]=[CH:16][CH:15]=4.C([BH3-])#N.[Na+].C(O)(=O)C>C(O)C>[CH3:1][O:2][C:3]1[C:4]([Cl:21])=[CH:5][C:6]2[CH2:12][CH2:11][NH:10][C@@H:9]3[CH2:13][C:14]4[C:19]([C@H:8]3[C:7]=2[CH:20]=1)=[CH:18][CH:17]=[CH:16][CH:15]=4 |f:1.2|. Procedure details: The crude Compound N from step D was dissolved in 20 mL absolute ethanol and treated with 0.12 grams (1.91 mmol) sodium cyanoborohydride. To this was added 0.108 mL glacial acetic acid, and the mixture was stirred at room temperature for 3 hours. The reaction was quenched with 10 mL 1M HCl and stirred for 30 minutes. The reaction was made basic with 30% NaOH and extracted into 250 mL ethyl actetate. The organic layer was dried (MgSO4) and evaporated to give 350 mg (53%) of trans-5,6,7,7a,8,12b-h... The reactants are Cn1cc(B2OC(C)(C)C(C)(C)O2)cn1, CC#N, C1CCC(P(C2CCCCC2)C2CCCCC2)CC1, [Cs+], [F-], COc1ccc(Cn2nc(I)c3c(Oc4ccc(NC(=O)c5ccnn(-c6ccc(F)cc6)c5=O)cc4F)ccnc32)cc1, CC(=O)[O-], CC(=O)[O-], [Pd+2]. Yields the product COc1ccc(Cn2nc(-c3cnn(C)c3)c3c(Oc4ccc(NC(=O)c5ccnn(-c6ccc(F)cc6)c5=O)cc4F)ccnc32)cc1. RXN SMILES: [CH3:45][n:46]1[n:47][cH:48][c:49]([B:51]2[O:52][C:53]([CH3:54])([CH3:55])[C:56]([CH3:57])([CH3:58])[O:59]2)[cH:50]1.[CH3:90][C:91]#[N:92].[CH:60]1([P:61]([CH:62]2[CH2:63][CH2:64][CH2:65][CH2:66][CH2:67]2)[CH:68]2[CH2:69][CH2:70][CH2:71][CH2:72][CH2:73]2)[CH2:74][CH2:75][CH2:76][CH2:77][CH2:78]1.[Cs+:80].[F-:79].[F:1][c:2]1[cH:3][c:4]([NH:28][C:29](=[O:30])[c:31]2[c:32](=[O:44])[n:33](-[c:37]3[cH:38][cH:39][c:40]([F:43])[cH:41][cH:42]3)[n:34][cH:35][cH:36]2)[cH:5][cH:6][c:7]1[O:8][c:9]1[c:10]2[c:11]([n:12][cH:13][cH:14]1)[n:15]([CH2:19][c:20]1[cH:21][cH:22][c:23]([O:26][CH3:27])[cH:24][cH:25]1)[n:16][c:17]2[I:18].[O-:82][C:83]([CH3:84])=[O:85].[O-:86][C:87]([CH3:88])=[O:89].[Pd+2:81]>>[F:1][c:2]1[cH:3][c:4]([NH:28][C:29](=[O:30])[c:31]2[c:32](=[O:44])[n:33](-[c:37]3[cH:38][cH:39][c:40]([F:43])[cH:41][cH:42]3)[n:34][cH:35][cH:36]2)[cH:5][cH:6][c:7]1[O:8][c:9]1[c:10]2[c:11]([n:12][cH:13][cH:14]1)[n:15]([CH2:19][c:20]1[cH:21][cH:22][c:23]([O:26][CH3:27])[cH:24][cH:25]1)[n:16][c:17]2-[c:49]1[cH:48][n:47][n:46]([CH3:45])[cH:50]1. Reactants: OC1c2ccc(Cl)cc2SCC1Br, CC#N, O, c1c[nH]cn1. Product: OC1c2ccc(Cl)cc2SC1Cn1ccnc1. Reaction SMILES: [Br:1][CH:2]1[CH2:3][S:4][c:5]2[cH:6][c:7]([Cl:13])[cH:8][cH:9][c:10]2[CH:11]1[OH:12].[CH3:19][C:20]#[N:21].[OH2:22].[nH:14]1[cH:15][n:16][cH:17][cH:18]1>>[CH:2]1([CH2:3][n:14]2[cH:15][n:16][cH:17][cH:18]2)[S:4][c:5]2[cH:6][c:7]([Cl:13])[cH:8][cH:9][c:10]2[CH:11]1[OH:12]. Reactants: NCC1C=2C=CC(=CC2CCC1)NS(=O)(=O)C1=CC(=CC=C1)F (N-(5-aminomethyl-5,6,7,8-tetrahydro-naphthalen-2-yl)-3-fluoro-benzenesulfonamide), C(=O)OCCCC (n-butyl formate). The product is FC=1C=C(C=CC1)S(=O)(=O)NC1=CC=2CCCC(C2C=C1)CNC=O (3-Fluoro-N-(5-formylaminomethyl-5,6,7,8-tetrahydro-naphthalen-2-yl)-benzenesulfonamide). Reaction SMILES: [NH2:1][CH2:2][CH:3]1[CH2:12][CH2:11][CH2:10][C:9]2[CH:8]=[C:7]([NH:13][S:14]([C:17]3[CH:22]=[CH:21][CH:20]=[C:19]([F:23])[CH:18]=3)(=[O:16])=[O:15])[CH:6]=[CH:5][C:4]1=2.[CH:24](OCCCC)=[O:25]>>[F:23][C:19]1[CH:18]=[C:17]([S:14]([NH:13][C:7]2[CH:6]=[CH:5][C:4]3[CH:3]([CH2:2][NH:1][CH:24]=[O:25])[CH2:12][CH2:11][CH2:10][C:9]=3[CH:8]=2)(=[O:16])=[O:15])[CH:22]=[CH:21][CH:20]=1. Procedure: A solution of 0.28 grams (0.837 mmoles) N-(5-aminomethyl-5,6,7,8-tetrahydro-naphthalen-2-yl)-3-fluoro-benzenesulfonamide in 6 mL n-butyl formate was heated under reflux for 1.5 hours. The solution was concentrated under reduced pressure. 3-Fluoro-N-(5-formylaminomethyl-5,6,7,8-tetrahydro-naphthalen-2-yl)-benzenesulfonamide was obtained by recrystallization of the residue from 2-propanol/ethyl ether to provide 0.27 grams (89%) of 3-fluoro-N-(5-formylaminomethyl-5,6,7,8-tetrahydro-naphthalen-2-yl)... The reactants are O=C(C(CC(=O)OC(C)(C)C)C(=O)OCC)C(=O)OCC1=CC=CC=C1 (1-benzyl 3-tert-butyl 2-ethyl 1-oxo-1,2,3-propanetricarboxylate), [H-].[Na+] (sodium hydride), O (water), COCCl (chloromethyl methyl ether). Run in CN(C=O)C (dimethylformamide). Reaction conditions: time 45 minute. The product is COCOC(=C(CC(=O)OC(C)(C)C)C(=O)OCC)C(=O)OCC1=CC=CC=C1 (1-benzyl 3-tert-butyl 2-ethyl 1-(methoxymethyloxy)-1-propene-1,2,3-tricarboxylate). Yield: 86.5%. RXN SMILES: [O:1]=[C:2]([C:17]([O:19][CH2:20][C:21]1[CH:26]=[CH:25][CH:24]=[CH:23][CH:22]=1)=[O:18])[CH:3]([C:12]([O:14][CH2:15][CH3:16])=[O:13])[CH2:4][C:5]([O:7][C:8]([CH3:11])([CH3:10])[CH3:9])=[O:6].[H-].[Na+].[CH3:29][O:30][CH2:31]Cl.O>CN(C)C=O>[CH3:29][O:30][CH2:31][O:1][C:2]([C:17]([O:19][CH2:20][C:21]1[CH:22]=[CH:23][CH:24]=[CH:25][CH:26]=1)=[O:18])=[C:3]([C:12]([O:14][CH2:15][CH3:16])=[O:13])[CH2:4][C:5]([O:7][C:8]([CH3:9])([CH3:10])[CH3:11])=[O:6] |f:1.2|. Reported procedure: 992 mg of 1-benzyl 3-tert-butyl 2-ethyl 1-oxo-1,2,3-propanetricarboxylate in 10 ml of dimethylformamide was stirred together with 131 mg of 60% oily sodium hydride at room temperature for 1 hour. After addition of 273 mg of chloromethyl methyl ether, the reaction solution was stirred for another 45 minutes, then poured into water and extracted with ethyl ether. The organic layer was dried over anhydrous magnesium sulfate. The desiccant was filtered off, and the solvent was distilled off under re... Product: C(C)(C)(C)OC(=O)N[C@H]1CC[C@H](CC1)OC1=C(C(=O)OC)C=CC(=C1)OCCF (methyl 2-(cis-4-tert-butoxycarbonylaminocyclohexyloxy)-4-(2-fluoroethoxy)benzoate). Reactants: N(=NC(=O)OCC)C(=O)OCC (diethyl azodicarboxylate), FCCOC1=CC(=C(C(=O)OC)C=C1)O (methyl 4-(2-fluoroethoxy)-2-hydroxybenzoate), C(C)(C)(C)OC(=O)N[C@@H]1CC[C@H](CC1)O (trans-4-tert-butoxycarbonylaminocyclohexanol), C1(=CC=CC=C1)P(C1=CC=CC=C1)C1=CC=CC=C1 (triphenylphosphine). As a reaction SMILES: [F:1][CH2:2][CH2:3][O:4][C:5]1[CH:14]=[CH:13][C:8]([C:9]([O:11][CH3:12])=[O:10])=[C:7]([OH:15])[CH:6]=1.[C:16]([O:20][C:21]([NH:23][C@H:24]1[CH2:29][CH2:28][C@H:27](O)[CH2:26][CH2:25]1)=[O:22])([CH3:19])([CH3:18])[CH3:17].C1(P(C2C=CC=CC=2)C2C=CC=CC=2)C=CC=CC=1.N(C(OCC)=O)=NC(OCC)=O>C1COCC1.CCCCCC.C(OCC)(=O)C>[C:16]([O:20][C:21]([NH:23][C@@H:24]1[CH2:29][CH2:28][C@H:27]([O:15][C:7]2[CH:6]=[C:5]([O:4][CH2:3][CH2:2][F:1])[CH:14]=[CH:13][C:8]=2[C:9]([O:11][CH3:12])=[O:10])[CH2:26][CH2:25]1)=[O:22])([CH3:19])([CH3:17])[CH3:18]. Run at time 8 hour. Run in C1CCOC1 (THF), C1CCOC1 (THF), CCCCCC (hexane), C(C)(=O)OCC (ethyl acetate). Procedure: Using a procedure similar to that of Example 6-D, methyl 4-(2-fluoroethoxy)-2-hydroxybenzoate (5.0 g, 24.75 mmol), trans-4-tert-butoxycarbonylaminocyclohexanol (5.02 g, 24.75 mmol), and triphenylphosphine (1.2 equivalents) in THF (125 mL) is treated with diethyl azodicarboxylate (1.3 equivalents) in THF (25 mL). After having stirred overnight at room temperature, the reaction mixture was heated 8 h at 40-50° C., then stirred overnight at room temperature. The crude product was isolated by elutio... Yield: 71.7%. Starting materials: CCCC[Sn](=O)CCCC, BrCc1ccccc1, CO, OCC1OC(Sc2ccccc2)C(O)C(O)C1O. Product: OCC1OC(Sc2ccccc2)C(O)C(OCc2ccccc2)C1O. Reaction SMILES: [CH2:19]([Sn:20](=[O:21])[CH2:22][CH2:23][CH2:24][CH3:25])[CH2:26][CH2:27][CH3:28].[CH2:29]([c:30]1[cH:31][cH:32][cH:33][cH:34][cH:35]1)[Br:36].[CH3:37][OH:38].[S:1]([CH:2]1[CH:3]([OH:4])[CH:5]([OH:6])[CH:7]([OH:8])[CH:9]([CH2:11][OH:12])[O:10]1)[c:13]1[cH:14][cH:15][cH:16][cH:17][cH:18]1>>[S:1]([CH:2]1[CH:3]([OH:4])[CH:5]([O:6][CH2:29][c:30]2[cH:31][cH:32][cH:33][cH:34][cH:35]2)[CH:7]([OH:8])[CH:9]([CH2:11][OH:12])[O:10]1)[c:13]1[cH:14][cH:15][cH:16][cH:17][cH:18]1.